This data is from the Open Reaction Database (ORD), a public repository of structured organic reaction records. The task is: describe an organic reaction: reactants, conditions, products, and yield Starting materials: FC=1C=C(C=C(C1)F)C[C@@H]([C@@H]1OC1)NC(OC(C)(C)C)=O (tert-Butyl (1S)-2-(3,5-difluorophenyl)-1-[(2S)-oxiranyl]ethylcarbamate), C(CC)N(C(=O)C=1C=C(C(=O)O)C=C(C1)CC)CCC (3-[(Dipropylamino)carbonyl]-5-ethylbenzoic acid), COC1=CC=C2CCCC(C2=C1)N (7-methoxy-1,2,3,4-tetrahydro-1-naphthalenylamine), 5-Me-PHTH. Yields the product FC=1C=C(C[C@@H]([C@@H](CNCC2=COC=C2)O)NC(C2=CC(C(=O)N(CCC)CCC)=CC(=C2)C)=O)C=C(C1)F (N1-{(1S,2R)-1-(3,5-difluorobenzyl)-3-[(3-furylmethyl)amino]-2-hydroxypropyl}-5-methyl-N3,N3-dipropylisophthalamide). As a reaction SMILES: [F:1][C:2]1[CH:3]=[C:4]([CH2:9][C@H:10]([NH:14][C:15](=[O:21])OC(C)(C)C)[C@H:11]2[CH2:13][O:12]2)[CH:5]=[C:6]([F:8])[CH:7]=1.C[O:23][C:24]1[CH:33]=[C:32]2[C:27](CCC[CH:31]2[NH2:34])=CC=1.[CH2:35]([N:38]([CH2:52][CH2:53][CH3:54])[C:39]([C:41]1[CH:42]=[C:43]([CH:47]=[C:48]([CH2:50]C)[CH:49]=1)C(O)=O)=[O:40])[CH2:36][CH3:37]>>[F:8][C:6]1[CH:5]=[C:4]([CH:3]=[C:2]([F:1])[CH:7]=1)[CH2:9][C@H:10]([NH:14][C:15](=[O:21])[C:43]1[CH:47]=[C:48]([CH3:50])[CH:49]=[C:41]([C:39]([N:38]([CH2:35][CH2:36][CH3:37])[CH2:52][CH2:53][CH3:54])=[O:40])[CH:42]=1)[C@H:11]([OH:12])[CH2:13][NH:34][CH2:31][C:32]1[CH:33]=[CH:24][O:23][CH:27]=1. Reported procedure: Following the general procedure of EXAMPLEs 4, 5 and 6 and making non-critical variations but using tert-butyl (1S)-2-(3,5-difluorophenyl)-1-[(2S)-oxiranyl]ethylcarbamate (V, EXAMPLE 3), 3-furylmethylamine (VI) and “5-Me-PHTH” (IX), the title compound is obtained, MH+=542. Starting materials: CCOC(=O)CC(=O)C1=CC=CC=C1 (ethyl benzoyl acetate), P(Cl)(Cl)(Cl)(Cl)Cl (phosphorous pentachloride), P(=O)(Cl)(Cl)Cl (phosphorous oxychloride), Cl (HCl). Solvent: P(Cl)(Cl)Cl (phosphorous trichloride), P(Cl)(Cl)Cl (phosphorous trichloride). Conditions: time 2 hour. Yields the product ClC(=CC(=O)Cl)C1=CC=CC=C1 (β-Chlorocinnamoyl chloride). Isolated yield 86.0%. RXN SMILES: CC[O:3][C:4]([CH2:6][C:7]([C:9]1[CH:14]=[CH:13][CH:12]=[CH:11][CH:10]=1)=O)=O.P(Cl)(Cl)(Cl)(Cl)[Cl:16].[ClH:21].P(Cl)(Cl)(Cl)=O>P(Cl)(Cl)Cl>[Cl:21][C:7]([C:9]1[CH:14]=[CH:13][CH:12]=[CH:11][CH:10]=1)=[CH:6][C:4]([Cl:16])=[O:3]. Procedure: A solution of 60 g (0.312 mol) ethyl benzoyl acetate in 96 ml (150 g) of phosphorous trichloride is added dropwise to 150 g (0.72 mol) of phosphorous pentachloride under nitrogen. The suspension that forms is cautiously brought to reflux temperature (HCl evolution observed) and is refluxed and stirred for 2-21/2 hrs. The solution that forms is stripped of phosphorous trichloride and phosphorous oxychloride at atmospheric pressure (76°-82° C.). The pot residue is distilled at 97°-108° C./0.75 mm ... The reactants are CC1=CC=C(C=C1)S(=O)(=O)ON1CCOCCN(CCN(CC1CC1=CC=C(C=C1)[N+](=O)[O-])OS(=O)(=O)C1=CC=C(C=C1)C)OS(=O)(=O)C1=CC=C(C=C1)C (5-(4-nitrobenzyl)-1-oxa-4,7,10-triazacyclododecane-4,7,10-triyl tris(4-methylbenzenesulfonate)), BrCC(=O)O (bromoacetic acid). Product: [N+](=O)([O-])C1=CC=C(CC2N(CCOCCN(CCN(C2)CC(=O)O)CC(=O)O)CC(=O)O)C=C1 (2,2′,2″-(5-(4-nitrobenzyl)-1-oxa-4,7,10-triazacyclododecane-4,7,10-triyl)triacetic acid). Reaction SMILES: CC1C=CC(S(O[N:12]2[CH:23]([CH2:24][C:25]3[CH:30]=[CH:29][C:28]([N+:31]([O-:33])=[O:32])=[CH:27][CH:26]=3)[CH2:22][N:21](OS(C3C=CC(C)=CC=3)(=O)=O)[CH2:20][CH2:19][N:18](OS(C3C=CC(C)=CC=3)(=O)=O)[CH2:17][CH2:16][O:15][CH2:14][CH2:13]2)(=O)=O)=CC=1.Br[CH2:57][C:58]([OH:60])=[O:59]>>[N+:31]([C:28]1[CH:27]=[CH:26][C:25]([CH2:24][CH:23]2[CH2:22][N:21]([CH2:57][C:58]([OH:60])=[O:59])[CH2:20][CH2:19][N:18]([CH2:57][C:58]([OH:60])=[O:59])[CH2:17][CH2:16][O:15][CH2:14][CH2:13][N:12]2[CH2:57][C:58]([OH:60])=[O:59])=[CH:30][CH:29]=1)([O-:33])=[O:32]. Procedure: Scheme 3 illustrates an example of a method that can be used to produce a compound of formula (XVIb). This method involves cyclizing 2,2′-oxybis(ethane-2,1-diyl) bis(4-methylbenzenesulfonate) (XXVIII) with (XXII) in DMF to produce 5-(4-nitrobenzyl)-1-oxa-4,7,10-triazacyclododecane-4,7,10-triyl tris(4-methylbenzenesulfonate) (XXIX), followed by deprotection and alkylation of (XXIX) using bromoacetic acid to yield 2,2′,2″-(5-(4-nitrobenzyl)-1-oxa-4,7,10-triazacyclododecane-4,7,10-triyl)triacetic a... Starting materials: [Al+3], O=C([O-])CC(O)(CC(=O)[O-])C(=O)[O-], COc1ccccc1, [Cl-], [Cl-], [Cl-], ClCCl, CON=C(C(=O)NC1C(=O)N2C(C(=O)OCc3ccc(OC)cc3)=C(C3CCCO3)OCC12)c1csc(N)n1, [Na+], [Na+], [Na+]. The product is CON=C(C(=O)NC1C(=O)N2C(C(=O)[O-])=C(C3CCCO3)OCC12)c1csc(N)n1, [Na+]. RXN SMILES: [Al+3:10].[C:52]([O-:53])(=[O:54])[CH2:55][C:56]([CH2:57][C:58]([O-:59])=[O:60])([C:61]([O-:62])=[O:63])[OH:64].[CH3:1][O:2][c:3]1[cH:4][cH:5][cH:6][cH:7][cH:8]1.[Cl-:11].[Cl-:12].[Cl-:9].[Cl:68][CH2:69][Cl:70].[NH2:13][c:14]1[s:15][cH:16][c:17]([C:19]([C:20](=[O:21])[NH:22][CH:23]2[CH:24]3[CH2:25][O:26][C:27]([CH:44]4[O:45][CH2:46][CH2:47][CH2:48]4)=[C:28]([C:32](=[O:33])[O:34][CH2:35][c:36]4[cH:37][cH:38][c:39]([O:40][CH3:41])[cH:42][cH:43]4)[N:29]3[C:30]2=[O:31])=[N:49][O:50][CH3:51])[n:18]1.[Na+:65].[Na+:66].[Na+:67]>>[NH2:13][c:14]1[s:15][cH:16][c:17]([C:19]([C:20](=[O:21])[NH:22][CH:23]2[CH:24]3[CH2:25][O:26][C:27]([CH:44]4[O:45][CH2:46][CH2:47][CH2:48]4)=[C:28]([C:32](=[O:33])[O-:34])[N:29]3[C:30]2=[O:31])=[N:49][O:50][CH3:51])[n:18]1.[Na+:65]. Starting materials: C1CCOC1, NC1CC1, NS(=O)(=O)c1ccccc1S(=O)(=O)Cl. The product is NS(=O)(=O)c1ccccc1S(=O)(=O)NC1CC1. RXN SMILES: [CH2:19]1[O:20][CH2:21][CH2:22][CH2:23]1.[CH:15]1([NH2:18])[CH2:16][CH2:17]1.[NH2:1][S:2](=[O:3])(=[O:4])[c:5]1[c:6]([S:11](=[O:12])(=[O:13])[Cl:14])[cH:7][cH:8][cH:9][cH:10]1>>[NH2:1][S:2](=[O:3])(=[O:4])[c:5]1[c:6]([S:11](=[O:12])(=[O:13])[NH:18][CH:15]2[CH2:16][CH2:17]2)[cH:7][cH:8][cH:9][cH:10]1.